This data is from the Open Reaction Database (ORD), a public repository of structured organic reaction records. The task is: describe an organic reaction: reactants, conditions, products, and yield Starting materials: COC(=O)C1=CC=C2CCC(=CC2=C1)CCN1CCCC1 (1-[2-(3,4-Dihydro-7-methoxycarbonyl-2-naphthalenyl)ethyl]pyrrolidine), [OH-].[Na+] (sodium hydroxide). Solvent: C(C)O (ethanol). Run at temperature 25 celsius, time 6 hour. Yields the product C(=O)(O)C1=CC=C2CCC(=CC2=C1)CCN1CCCC1 (1-[2-(7-carboxy-3,4-dihydro-2-naphthalenyl)ethyl]-pyrrolidine). RXN SMILES: C[O:2][C:3]([C:5]1[CH:14]=[C:13]2[C:8]([CH2:9][CH2:10][C:11]([CH2:15][CH2:16][N:17]3[CH2:21][CH2:20][CH2:19][CH2:18]3)=[CH:12]2)=[CH:7][CH:6]=1)=[O:4].[OH-].[Na+]>C(O)C>[C:3]([C:5]1[CH:14]=[C:13]2[C:8]([CH2:9][CH2:10][C:11]([CH2:15][CH2:16][N:17]3[CH2:21][CH2:20][CH2:19][CH2:18]3)=[CH:12]2)=[CH:7][CH:6]=1)([OH:4])=[O:2] |f:1.2|. Procedure: 1-[2-(3,4-Dihydro-7-methoxycarbonyl-2-naphthalenyl)ethyl]pyrrolidine (1.0 g) was dissolved in ethanol (5 ml), and thereto was added 1N aqueous sodium hydroxide solution (5.2 ml), and the mixture was stirred at 25° C. for 6 hours. The mixture was concentrated under reduced pressure to remove the solvent, and the residue was acidified with 10% hydrochloric acid. The precipitated crystals were collected by filtration, and subjected to desalting with using CHP-20P [manufactured by Mitsubishi Kasei C... Starting materials: C(C)(=O)N1CCC(CC1)N(N(C(=O)OC(C)(C)C)C(C1=CC=CC=C1)=O)C(=O)OC(C)(C)C (di-tert-butyl 1-(1-acetylpiperidin-4-yl)-2-benzoylhydrazine-1,2-dicarboxylate), O.[OH-].[Li+] (lithium hydroxide monohydrate). The solvent is O1CCCC1 (tetrahydrofuran), O (water). Run at time 16 hour. Product: C(C)(=O)N1CCC(CC1)N(NC(=O)OC(C)(C)C)C(=O)OC(C)(C)C (di-tert-butyl 1-(1-acetylpiperidin-4-yl)hydrazine-1,2-dicarboxylate). The yield is 89.5%. Reaction SMILES: [C:1]([N:4]1[CH2:9][CH2:8][CH:7]([N:10]([C:27]([O:29][C:30]([CH3:33])([CH3:32])[CH3:31])=[O:28])[N:11](C(=O)C2C=CC=CC=2)[C:12]([O:14][C:15]([CH3:18])([CH3:17])[CH3:16])=[O:13])[CH2:6][CH2:5]1)(=[O:3])[CH3:2].O.[OH-].[Li+]>O1CCCC1.O>[C:1]([N:4]1[CH2:5][CH2:6][CH:7]([N:10]([C:27]([O:29][C:30]([CH3:33])([CH3:32])[CH3:31])=[O:28])[NH:11][C:12]([O:14][C:15]([CH3:16])([CH3:17])[CH3:18])=[O:13])[CH2:8][CH2:9]1)(=[O:3])[CH3:2] |f:1.2.3|. Procedure: 45 g (0.1 mol) of di-tert-butyl 1-(1-acetylpiperidin-4-yl)-2-benzoylhydrazine-1,2-dicarboxylate were dissolved in 1 L of tetrahydrofuran and a solution of 5.8 g (0.14 mol) of lithium hydroxide monohydrate in 1 L of water were added. The mixture was stirred at room temperature for 16 hours, the tetrahydrofuran removed in vacuo and the aqueous layer extracted several times with dichloromethane. The organic phase was dried over sodium sulfate and evaporated to dryness, giving 32 g (84% yield) of th... Reactants: FC1=CC=C(C=C1)C=1C(NNC1C1=NC(=NC=C1)SC)=O (4-(4-fluorophenyl)-5-(2-methylsulfanylpyrimidin-4-yl)-1,2-dihydro-pyrazol-3-one), CO (methanol), OOS(=O)[O-].[K+] (Oxone), S(=O)(=O)(O[O-])[O-].[K+].[K+] (potassium peroxymonosulfate). Solvent: C1CCOC1 (THF), O (water), C(=O)(O)[O-].[Na+] (NaHCO3). Reaction conditions: time 1 hour. Yields the product FC1=CC=C(C=C1)C=1C(NNC1C1=NC(=NC=C1)S(=O)(=O)C)=O (4-(4-fluorophenyl)-5-(2-methanesulfonylpyrimidin-4-yl)-1,2-dihydro-pyrazol-3-one). RXN SMILES: [F:1][C:2]1[CH:7]=[CH:6][C:5]([C:8]2[C:9](=[O:21])[NH:10][NH:11][C:12]=2[C:13]2[CH:18]=[CH:17][N:16]=[C:15](SC)[N:14]=2)=[CH:4][CH:3]=1.[CH3:22]O.O[O:25][S:26]([O-:28])=O.[K+].S([O-])(O[O-])(=O)=O.[K+].[K+]>C1COCC1.O.C([O-])(O)=O.[Na+]>[F:1][C:2]1[CH:7]=[CH:6][C:5]([C:8]2[C:9](=[O:21])[NH:10][NH:11][C:12]=2[C:13]2[CH:18]=[CH:17][N:16]=[C:15]([S:26]([CH3:22])(=[O:28])=[O:25])[N:14]=2)=[CH:4][CH:3]=1 |f:2.3,4.5.6,9.10|. Procedure details: To a solution of 4-(4-fluorophenyl)-5-(2-methylsulfanylpyrimidin-4-yl)-1,2-dihydro-pyrazol-3-one, 4, (3.0 g, 10 mmol) in THF:methanol (100 mL of a 1:1 mixture) is added dropwise a solution of Oxone® (potassium peroxymonosulfate) (24.6 g, 40 mmol) in water (100 mL). The reaction is stirred 1 hour at room temperature, diluted with aqueous NaHCO3 and extract three times with ethyl acetate. The organic layers are combined, dried, and concentrated in vacuo to afford the crude desired product which is... The reactants are CC1(C)COC(=O)C1C12CCC(CC1)CC2C(=O)[O-], [Li+], C1CCOC1, [OH-], O. Product: O=C(O)C1CC2CCC1CC2. RXN SMILES: [CH3:1][C:2]1([CH3:3])[CH2:4][O:5][C:6](=[O:7])[CH:19]1[C:8]12[CH:9]([C:16](=[O:17])[O-:18])[CH2:10][CH:11]([CH2:12][CH2:13]1)[CH2:14][CH2:15]2.[Li+:20].[O:22]1[CH2:23][CH2:24][CH2:25][CH2:26]1.[OH-:21].[OH2:27]>>[CH:8]12[CH:9]([C:16](=[O:17])[OH:18])[CH2:10][CH:11]([CH2:12][CH2:13]1)[CH2:14][CH2:15]2. Solvent: O (water). RXN SMILES: [I-].[CH3:2][N+:3]1[CH:8]=[CH:7][C:6]([C:9]([O:11]C)=[O:10])=[CH:5][CH:4]=1.[OH-:13].[Na+].Cl>O>[CH3:2][N:3]1[CH:8]=[CH:7][C:6]([C:9]([OH:11])=[O:10])=[CH:5][C:4]1=[O:13] |f:0.1,2.3|. Product: CN1C(C=C(C=C1)C(=O)O)=O (1-methyl-1H-pyridin-2-one-4-carboxylic acid). The reactants are [I-].C[N+]1=CC=C(C=C1)C(=O)OC (N-methyl-4-methoxycarbonylpyridinium iodide), [OH-].[Na+] (sodium hydroxide), K3Fe(CN)6, K3Fe(CN)6, Cl (HCl). Reaction conditions: temperature 55 celsius, time 4 hour. Reported procedure: A solution of N-methyl-4-methoxycarbonylpyridinium iodide (2.00 g, 7.16 mmol) in water (10 mL) at room temperature was treated sequentially with 14M sodium hydroxide (1.0 mL) and 1.8M K3Fe(CN)6 (1.5 mL), stirred for 4 hours, treated again with 1.8M K3Fe(CN)6 once per hour for 4 hours, heated at 55° C. for one hour, cooled to room temperature, and treated with 6M HCl to pH 3. The precipitate was collected, washed with ether and dried under vacuum to provide 1.00 g of the desired product. The reactants are [BH3-]OC(C)=O, CO, CC(=O)O, ClCCl, NC1CCN(CCn2c(=O)n[n+]([O-])c3ccc(Cl)cc32)CC1, [Na+], O=Cc1ccc2c(n1)NC(=O)CO2. Yields the product O=C1COc2ccc(CNC3CCN(CCn4c(=O)n[n+]([O-])c5ccc(Cl)cc54)CC3)nc2N1. As a reaction SMILES: [C:36]([O:37][BH3-:38])(=[O:39])[CH3:40].[CH3:42][OH:43].[CH3:47][C:48](=[O:49])[OH:50].[Cl:44][CH2:45][Cl:46].[NH2:1][CH:2]1[CH2:3][CH2:4][N:5]([CH2:8][CH2:9][n:10]2[c:11](=[O:22])[n:12][n+:13]([O-:21])[c:14]3[c:15]2[cH:16][c:17]([Cl:20])[cH:18][cH:19]3)[CH2:6][CH2:7]1.[Na+:41].[O:23]=[C:24]1[NH:25][c:26]2[c:27]([cH:30][cH:31][c:32]([CH:34]=[O:35])[n:33]2)[O:28][CH2:29]1>>[NH:1]([CH:2]1[CH2:3][CH2:4][N:5]([CH2:8][CH2:9][n:10]2[c:11](=[O:22])[n:12][n+:13]([O-:21])[c:14]3[c:15]2[cH:16][c:17]([Cl:20])[cH:18][cH:19]3)[CH2:6][CH2:7]1)[CH2:34][c:32]1[cH:31][cH:30][c:27]2[c:26]([n:33]1)[NH:25][C:24](=[O:23])[CH2:29][O:28]2.